From a dataset of the Open Reaction Database (ORD), a public repository of structured organic reaction records. describe an organic reaction: reactants, conditions, products, and yield Reactants: COCCCC1(N(C)C)CCC2(CC1)OCCO2, Cl, O. The product is COCCCC1(N(C)C)CCC(=O)CC1. Reaction SMILES: [CH3:1][O:2][CH2:3][CH2:4][CH2:5][C:6]1([N:16]([CH3:17])[CH3:18])[CH2:7][CH2:8][C:9]2([O:10][CH2:13][CH2:12][O:11]2)[CH2:14][CH2:15]1.[ClH:19].[OH2:20]>>[CH3:1][O:2][CH2:3][CH2:4][CH2:5][C:6]1([N:16]([CH3:17])[CH3:18])[CH2:7][CH2:8][C:9](=[O:10])[CH2:14][CH2:15]1. Reactants: BrC=1C=CC(=NC1)N=CN(C)C (N′-(5-Bromopyridin-2-yl)-N,N-dimethylimidoformamide), N1=CC=CC=C1 (pyridine), ice, NOS(=O)(=O)O (hydroxylamine-O-sulfonic acid). Run in CO (methanol). Conditions: time 8 hour. Yields the product BrC=1C=CC=2N(C1)N=CN2 (6-Bromo[1,2,4]triazolo[1,5-α]pyridine). Reaction SMILES: [Br:1][C:2]1[CH:3]=[CH:4][C:5]([N:8]=[CH:9][N:10](C)C)=[N:6][CH:7]=1.N1C=CC=CC=1.NOS(O)(=O)=O>CO>[Br:1][C:2]1[CH:3]=[CH:4][C:5]2[N:6]([N:10]=[CH:9][N:8]=2)[CH:7]=1. Reported procedure: To an ice-cooled, stirred solution of the crude product from Step A (3.94 g, 17.3 mmol) in methanol (30 mL) and pyridine (2.73 g, 35.6 mmol) was added hydroxylamine-O-sulfonic acid (2.54 g, 22.5 mmol). The reaction mixture was allowed to warm to room temperature and was stirred overnight. The volatiles were removed under reduced pressure, and the residue was partitioned between aqueous sodium bicarbonate solution and ethyl acetate. The aqueous layer was further extracted with ethyl acetate, and ... Starting materials: O=O (oxygen), CC1=NC=C(C(=C1O)C=O)COP(=O)(O)O (pyridoxal 5′-phosphate), ( 3 ). Solvent: P(=O)([O-])([O-])[O-] (phosphate). Product: CC1=C(C(=C(C=N1)CO)C=O)O (pyridoxal). RXN SMILES: O=O.[CH3:3][C:4]1[C:9]([OH:10])=[C:8]([CH:11]=[O:12])[C:7]([CH2:13][O:14]P(O)(O)=O)=[CH:6][N:5]=1>P([O-])([O-])([O-])=O>[CH3:3][C:4]1[N:5]=[CH:6][C:7]([CH2:13][OH:14])=[C:8]([CH:11]=[O:12])[C:9]=1[OH:10]. Reported procedure: A 3.87 g (0.06 mmol) portion of the thus obtained hemoglobin was dissolved in 0.1 M phosphate buffer (pH 8.0), and the solution was adjusted to a total volume of 25 ml. After de-oxidation of the solution by vigorous blowing of argon until the partial pressure of oxygen reached 2 mmHg or less, addition of pyridoxal 5′-phosphate was effected in accordance with a known method (R. Benesch et al., J. Biol. Chem., 257 (3), 1320-1324, 1982) to obtain pyridoxal-modified hemoglobin. The thus obtained pyr... Reactants: Cl.NC=1C2=C(NS(N1)(=O)=O)C=CC=C2OC[C@@H]2[NH2+]CCCC2 ((R)-2-(((4-amino-2,2-dioxido-1H-benzo[c][1,2,6]thiadiazin-5-yl)oxy)methyl)piperidinium hydrochloride), C1(=NC=CC2=CC=CC=C12)C(=O)O (isoquinoline-1-carboxylic acid). Yields the product NC=1C2=C(NS(N1)(=O)=O)C=CC=C2OC[C@@H]2N(CCCC2)C(=O)C2=NC=CC1=CC=CC=C21 ((R)-(2-(((4-amino-2,2-dioxido-1H-benzo[c][1,2,6]thiadiazin-5-yl)oxy)methyl)piperidin-1-yl)(isoquinolin-1-yl)methanone). Reaction SMILES: Cl.[NH2:2][C:3]1[C:4]2[C:14]([O:15][CH2:16][C@H:17]3[CH2:22][CH2:21][CH2:20][CH2:19][NH2+:18]3)=[CH:13][CH:12]=[CH:11][C:5]=2[NH:6][S:7](=[O:10])(=[O:9])[N:8]=1.[C:23]1([C:33](O)=[O:34])[C:32]2[C:27](=[CH:28][CH:29]=[CH:30][CH:31]=2)[CH:26]=[CH:25][N:24]=1>>[NH2:2][C:3]1[C:4]2[C:14]([O:15][CH2:16][C@H:17]3[CH2:22][CH2:21][CH2:20][CH2:19][N:18]3[C:33]([C:23]3[C:32]4[C:27](=[CH:28][CH:29]=[CH:30][CH:31]=4)[CH:26]=[CH:25][N:24]=3)=[O:34])=[CH:13][CH:12]=[CH:11][C:5]=2[NH:6][S:7](=[O:9])(=[O:10])[N:8]=1 |f:0.1|. Procedure: Prepared as in Example 15 from (R)-2-(((4-amino-2,2-dioxido-1H-benzo[c][1,2,6]thiadiazin-5-yl)oxy)methyl)piperidinium hydrochloride (Example 15a) and isoquinoline-1-carboxylic acid. 1H NMR (400 MHz, DMSO-d6) δ 1.33 (m, 1H), 1.47 (m, 1H), 1.56-1.74 (m, 2H), 1.81 (m, 1H), 1.93 (m, 1H), 3.00 (m, 1H), 3.21 (m, 1H), 4.26 (dd, 1H, J=10.1, 3.7 Hz), 4.82 (t, 1H, J=10.1 Hz,), 5.45 (m, 1H), 6.66 (d, 1H, J=8.0 Hz,), 6.95 (d, 1H, J=8.5 Hz), 7.50 (t, 1H, J=8.5 Hz,), 7.61 (m, 1H), 7.74-7.90 (m, 3H), 7.97 (br ... Reactants: C(C)C=1C=NC(=NC1)N1CCC(CC1)[C@@H]1[C@@H](C1)CCOC1=CC(=C(C=C1)CC(=O)OC)F (methyl [4-(2-{(1S,2R)-2-[1-(5-ethylpyrimidin-2-yl)piperidin-4-yl]cyclopropyl}ethoxy)-2-fluorophenyl]acetate), CO (methanol), Cl (hydrochloric acid), [OH-].[Li+] (Lithium hydroxide). Run in O1CCCC1 (tetrahydrofuran), O (water). Run at time 8 hour. The product is C(C)C=1C=NC(=NC1)N1CCC(CC1)[C@@H]1[C@@H](C1)CCOC1=CC(=C(C=C1)CC(=O)O)F ([4-(2-{(1S,2R)-2-[1-(5-ethylpyrimidin-2-yl)piperidin-4-yl]cyclopropyl}ethoxy)-2-fluorophenyl]acetic acid). As a reaction SMILES: [CH2:1]([C:3]1[CH:4]=[N:5][C:6]([N:9]2[CH2:14][CH2:13][CH:12]([C@H:15]3[CH2:17][C@H:16]3[CH2:18][CH2:19][O:20][C:21]3[CH:26]=[CH:25][C:24]([CH2:27][C:28]([O:30]C)=[O:29])=[C:23]([F:32])[CH:22]=3)[CH2:11][CH2:10]2)=[N:7][CH:8]=1)[CH3:2].CO.[OH-].[Li+].Cl>O1CCCC1.O>[CH2:1]([C:3]1[CH:4]=[N:5][C:6]([N:9]2[CH2:14][CH2:13][CH:12]([C@H:15]3[CH2:17][C@H:16]3[CH2:18][CH2:19][O:20][C:21]3[CH:26]=[CH:25][C:24]([CH2:27][C:28]([OH:30])=[O:29])=[C:23]([F:32])[CH:22]=3)[CH2:11][CH2:10]2)=[N:7][CH:8]=1)[CH3:2] |f:2.3|. Reported procedure: To a solution of methyl [4-(2-{(1S,2R)-2-[1-(5-ethylpyrimidin-2-yl)piperidin-4-yl]cyclopropyl}ethoxy)-2-fluorophenyl]acetate (0.300 g, 0,679 mmol) in 6 ml anhydrous tetrahydrofuran was added by 2 ml methanol and 2 ml water. Lithium hydroxide (81.0 mg, 3.40 mmol) was added, and the mixture stirred at RT overnight. 1 M hydrochloric acid was added and the pH adjusted to 4. The volatiles were removed under reduced pressure, and the aqueous phase extracted with dichloromethane (3×20 ml). The organics... Starting materials: C(C)(C)(C)OC(N(CC(F)(F)F)C=1C=NC=CC1I)=O ((4-iodo-pyridin-3-yl)-(2,2,2-trifluoro-ethyl)-carbamic acid tert-butyl ester), ClC1=C(C=CC=C1)B(O)O (2-chlorophenylboronic acid). Run in CCCCCCC.CCOC(=O)C (n-heptane EtOAc). Product: C(C)(C)(C)OC(N(CC(F)(F)F)C=1C=NC=CC1C1=C(C=CC=C1)Cl)=O ([4-(2-Chloro-phenyl)-pyridin-3-yl]-(2,2,2-trifluoro-ethyl)-carbamic acid tert-butyl ester). As a reaction SMILES: [C:1]([O:5][C:6](=[O:20])[N:7]([C:13]1[CH:14]=[N:15][CH:16]=[CH:17][C:18]=1I)[CH2:8][C:9]([F:12])([F:11])[F:10])([CH3:4])([CH3:3])[CH3:2].[Cl:21][C:22]1[CH:27]=[CH:26][CH:25]=[CH:24][C:23]=1B(O)O>CCCCCCC.CCOC(C)=O>[C:1]([O:5][C:6](=[O:20])[N:7]([C:13]1[CH:14]=[N:15][CH:16]=[CH:17][C:18]=1[C:23]1[CH:24]=[CH:25][CH:26]=[CH:27][C:22]=1[Cl:21])[CH2:8][C:9]([F:12])([F:11])[F:10])([CH3:4])([CH3:3])[CH3:2] |f:2.3|. Procedure: The title compound was prepared in analogy to example 72, from (4-iodo-pyridin-3-yl)-(2,2,2-trifluoro-ethyl)-carbamic acid tert-butyl ester and 2-chlorophenylboronic acid (CAS RN 1679-18-1) and using a gradient of n-heptane:EtOAc (100:0 to 30:70) for the chromatographic purification. Colorless oil (69%). MS (ESI): m/z=403.012 [M+H]+. The reactants are [BH3-]C#N, CC(=O)O, CO, [Na+], CCCN(CCC)Cc1ccc(COCc2ccc(CNCc3ncc[nH]3)cc2)cc1, O=Cc1ncc[nH]1. Product: CCCN(CCC)Cc1ccc(COCc2ccc(CN(Cc3ncc[nH]3)Cc3ncc[nH]3)cc2)cc1. Reaction SMILES: [C:32]([BH3-:33])#[N:34].[CH3:36][C:37](=[O:38])[OH:39].[CH3:47][OH:48].[Na+:35].[nH:1]1[c:2]([CH2:6][NH:7][CH2:8][c:9]2[cH:10][cH:11][c:12]([CH2:13][O:14][CH2:15][c:16]3[cH:17][cH:18][c:19]([CH2:20][N:21]([CH2:22][CH2:23][CH3:24])[CH2:25][CH2:26][CH3:27])[cH:28][cH:29]3)[cH:30][cH:31]2)[n:3][cH:4][cH:5]1.[nH:40]1[c:41]([CH:45]=[O:46])[n:42][cH:43][cH:44]1>>[nH:1]1[c:2]([CH2:6][N:7]([CH2:8][c:9]2[cH:10][cH:11][c:12]([CH2:13][O:14][CH2:15][c:16]3[cH:17][cH:18][c:19]([CH2:20][N:21]([CH2:22][CH2:23][CH3:24])[CH2:25][CH2:26][CH3:27])[cH:28][cH:29]3)[cH:30][cH:31]2)[CH2:45][c:41]2[nH:40][cH:44][cH:43][n:42]2)[n:3][cH:4][cH:5]1. The reactants are COC(=O)COc1ccc(C(=O)CBr)cc1, Cc1cc(N2CCNCC2)c2ccccc2n1, CC#N. Yields the product COC(=O)COc1ccc(C(=O)CN2CCN(c3cc(C)nc4ccccc34)CC2)cc1. As a reaction SMILES: [Br:1][CH2:2][C:3](=[O:4])[c:5]1[cH:6][cH:7][c:8]([O:9][CH2:10][C:11](=[O:12])[O:13][CH3:14])[cH:15][cH:16]1.[CH3:17][c:18]1[n:19][c:20]2[cH:21][cH:22][cH:23][cH:24][c:25]2[c:26]([N:28]2[CH2:29][CH2:30][NH:31][CH2:32][CH2:33]2)[cH:27]1.[CH3:34][C:35]#[N:36]>>[CH2:2]([C:3](=[O:4])[c:5]1[cH:6][cH:7][c:8]([O:9][CH2:10][C:11](=[O:12])[O:13][CH3:14])[cH:15][cH:16]1)[N:31]1[CH2:30][CH2:29][N:28]([c:26]2[c:25]3[c:20]([n:19][c:18]([CH3:17])[cH:27]2)[cH:21][cH:22][cH:23][cH:24]3)[CH2:33][CH2:32]1. The reactants are C1CCNC1, COc1cccc(C2CCCCC2=O)c1, O=CO, Cl. The product is COc1cccc(C2CCCCC2N2CCCC2)c1. Reaction SMILES: [CH2:16]1[CH2:17][CH2:18][NH:19][CH2:20]1.[CH3:1][O:2][c:3]1[cH:4][c:5]([CH:9]2[C:10](=[O:15])[CH2:11][CH2:12][CH2:13][CH2:14]2)[cH:6][cH:7][cH:8]1.[CH:22]([OH:23])=[O:24].[ClH:21]>>[CH3:1][O:2][c:3]1[cH:4][c:5]([CH:9]2[CH:10]([N:19]3[CH2:18][CH2:17][CH2:16][CH2:20]3)[CH2:11][CH2:12][CH2:13][CH2:14]2)[cH:6][cH:7][cH:8]1. Reactants: C(C=C(C)C)NC(C=CC=CC1=CC(=C(C=C1)OC(=O)OCC)OC)=O (5-(4'-ethoxycarbonyloxy-3'-methoxyphenyl)pentadienoic acid prenylamide), aqueous solution, [OH-].[Na+] (sodium hydroxide), Cl (hydrochloric acid). Run in CO (methanol). Run at time 15 minute. Product: C(C=C(C)C)NC(C=CC=CC1=CC(=C(C=C1)O)OC)=O (5-(4'-hydroxy-3'methoxyphenyl)pentadienoic acid prenylamide). Yield: 71.9%. As a reaction SMILES: [CH2:1]([NH:6][C:7](=[O:26])[CH:8]=[CH:9][CH:10]=[CH:11][C:12]1[CH:17]=[CH:16][C:15]([O:18]C(OCC)=O)=[C:14]([O:24][CH3:25])[CH:13]=1)[CH:2]=[C:3]([CH3:5])[CH3:4].[OH-].[Na+].Cl>CO>[CH2:1]([NH:6][C:7](=[O:26])[CH:8]=[CH:9][CH:10]=[CH:11][C:12]1[CH:17]=[CH:16][C:15]([OH:18])=[C:14]([O:24][CH3:25])[CH:13]=1)[CH:2]=[C:3]([CH3:5])[CH3:4] |f:1.2|. Procedure: To a solution of 1.34 g of 5-(4'-ethoxycarbonyloxy-3'-methoxyphenyl)pentadienoic acid prenylamide in 10 ml of methanol are added 2.8 ml of 2N aqueous solution of sodium hydroxide followed by stirring at room temperature for 15 min. The mixture is acidified with 1N hydrochloric acid and then extracted with chloroform. The organic layer is washed with water and dried over anhydrous sodium sulfate. The solvent is then distilled off under reduced pressure, and the residue is subjected to column chro...